From a dataset of the Open Reaction Database (ORD), a public repository of structured organic reaction records. describe an organic reaction: reactants, conditions, products, and yield Reactants: CCCCP(CCCC)CCCC, C[SiH](Cl)Cl, ClCc1ccccc1. Product: Cl[SiH](Cl)CCc1ccccc1. RXN SMILES: [CH2:1]([P:2]([CH2:3][CH2:4][CH2:5][CH3:6])[CH2:7][CH2:8][CH2:9][CH3:10])[CH2:11][CH2:12][CH3:13].[CH3:22][SiH:23]([Cl:24])[Cl:25].[Cl:14][CH2:15][c:16]1[cH:17][cH:18][cH:19][cH:20][cH:21]1>>[CH2:15]([c:16]1[cH:17][cH:18][cH:19][cH:20][cH:21]1)[CH2:22][SiH:23]([Cl:24])[Cl:25]. Starting materials: COc1ccc(S(=O)(=O)N2CCC(C(=O)N3CCN(C(=O)OC(C)(C)C)CC3)CC2C(=O)NOCc2ccccc2)cc1, CO, [H][H], [Pd]. The product is COc1ccc(S(=O)(=O)N2CCC(C(=O)N3CCN(C(=O)OC(C)(C)C)CC3)CC2C(=O)NO)cc1. Reaction SMILES: [C:1]([CH3:2])([CH3:3])([CH3:4])[O:5][C:6](=[O:7])[N:8]1[CH2:9][CH2:10][N:11]([C:14](=[O:15])[CH:16]2[CH2:17][CH:18]([C:33]([NH:34][O:35][CH2:36][c:37]3[cH:38][cH:39][cH:40][cH:41][cH:42]3)=[O:43])[N:19]([S:22](=[O:23])(=[O:24])[c:25]3[cH:26][cH:27][c:28]([O:31][CH3:32])[cH:29][cH:30]3)[CH2:20][CH2:21]2)[CH2:12][CH2:13]1.[CH3:46][OH:47].[H:44][H:45].[Pd:48]>>[C:1]([CH3:2])([CH3:3])([CH3:4])[O:5][C:6](=[O:7])[N:8]1[CH2:9][CH2:10][N:11]([C:14](=[O:15])[CH:16]2[CH2:17][CH:18]([C:33]([NH:34][OH:35])=[O:43])[N:19]([S:22](=[O:23])(=[O:24])[c:25]3[cH:26][cH:27][c:28]([O:31][CH3:32])[cH:29][cH:30]3)[CH2:20][CH2:21]2)[CH2:12][CH2:13]1.